Dataset: the Open Reaction Database (ORD), a public repository of structured organic reaction records. Task: describe an organic reaction: reactants, conditions, products, and yield Reactants: CC(C(=O)O)C(C)C (2,3-dimethylbutyric acid), ClC=1C=CC2=C(NC=3C(S2)=CN(C(C3C3=CC=C(C=C3)Cl)=O)CO)C1 (7-chloro-4-(4-chlorophenyl)-2-(hydroxymethyl)-5H-pyrido[3,4-b][1,4]benzothiazin-3(2H)-one), S(=O)(Cl)Cl (thionyl chloride), C1CCCCC1 (cyclohexane). Run in N1=CC=CC=C1 (pyridine). Yields the product ClC=1C=CC2=C(NC=3C(S2)=CN(C(C3C3=CC=C(C=C3)Cl)=O)COC(C(C(C)C)C)=O)C1 (7-chloro-4-(4-chlorophenyl)-2-[(2,3-dimethyl-1-oxobutoxy)methyl]-5H-pyrido[3,4-b][1,4]benzothiazin-3(2H)-one). Isolated yield 11.0%. RXN SMILES: [CH3:1][CH:2]([CH:6]([CH3:8])[CH3:7])[C:3]([OH:5])=[O:4].S(Cl)(Cl)=O.C1CCCCC1.[Cl:19][C:20]1[CH:21]=[CH:22][C:23]2[S:28][C:27]3=[CH:29][N:30]([CH2:41]O)[C:31](=[O:40])[C:32]([C:33]4[CH:38]=[CH:37][C:36]([Cl:39])=[CH:35][CH:34]=4)=[C:26]3[NH:25][C:24]=2[CH:43]=1>N1C=CC=CC=1>[Cl:19][C:20]1[CH:21]=[CH:22][C:23]2[S:28][C:27]3=[CH:29][N:30]([CH2:41][O:4][C:3](=[O:5])[CH:2]([CH3:1])[CH:6]([CH3:8])[CH3:7])[C:31](=[O:40])[C:32]([C:33]4[CH:38]=[CH:37][C:36]([Cl:39])=[CH:35][CH:34]=4)=[C:26]3[NH:25][C:24]=2[CH:43]=1. Procedure: A mixture of 1.0 g. of 2,3-dimethylbutyric acid (8.6 mmol.) and 2.5 ml. of thionyl chloride (34.3 mmol.) in 10 ml. of cyclohexane was refluxed on a steam bath for 1.5 hours. The resulting solution was then concentrated under reduced pressure and the residue azeotroped with cyclohexane to yield a colorless oil. The oil was then added dropwise to a cold, stirred suspension containing 0.8 g. of 7-chloro-4-(4-chlorophenyl)-2-(hydroxymethyl)-5H-pyrido[3,4-b][1,4]benzothiazin-3(2H)-one (2.0 mmol.) in ... Starting materials: C(C)(=O)OC[C@@H]1[C@H](C[C@@H](O1)N1C(=O)NC(=O)C(=C1)C#C[Si](C)(C)C)F (5'-O-Acetyl-2',3'-dideoxy-3'-fluoro-5-(trimethylsilylethynyl)uridine), C[O-].[Na+] (sodium methoxide). Run in CO (methanol). Conditions: time 5 hour. Yields the product C(#C)C=1C(NC(N([C@H]2C[C@@H]([C@@H](CO)O2)F)C1)=O)=O (2',3'-Dideoxy-5-ethynyl-3'-fluorouridine). As a reaction SMILES: C([O:4][CH2:5][C@H:6]1[O:10][C@@H:9]([N:11]2[CH:18]=[C:17]([C:19]#[C:20][Si](C)(C)C)[C:15](=[O:16])[NH:14][C:12]2=[O:13])[CH2:8][C@@H:7]1[F:25])(=O)C.C[O-].[Na+]>CO>[C:19]([C:17]1[C:15](=[O:16])[NH:14][C:12](=[O:13])[N:11]([CH:18]=1)[C@@H:9]1[O:10][C@H:6]([CH2:5][OH:4])[C@@H:7]([F:25])[CH2:8]1)#[CH:20] |f:1.2|. Procedure details: The product of stage c) (0.33 g, 0.9 mmol) was added to a solution of sodium methoxide (from 0.021 g, 0.9 mmol of sodium metal) in dry methanol (8 ml) and the mixture stirred at room temperature for 5 hours. The solution was neutralised with Dowex 50 (H+) resin, the resin filtered and washed with methanol (2×4 ml) and the combined filtrate and washings evaporated to dryness. The residue was washed with ether (2×5 ml) and recrystallised from acetonitrile to give pale yellow crystals of the title ... Reactants: CCc1cc(CN)ccc1OC, C1CCC2=NCCCN2CC1, CN1CCCC1=O, N#Cc1ccc2c(Cl)nnc(Cl)c2c1, Cl. Product: CCc1cc(CNc2nnc(Cl)c3ccc(C#N)cc23)ccc1OC. RXN SMILES: [CH2:16]([CH3:17])[c:18]1[cH:19][c:20]([CH2:21][NH2:22])[cH:23][cH:24][c:25]1[O:26][CH3:27].[CH2:28]1[CH2:29][CH2:30][C:31]2=[N:36][CH2:35][CH2:34][CH2:33][N:32]2[CH2:37][CH2:38]1.[CH3:39][N:40]1[CH2:41][CH2:42][CH2:43][C:44]1=[O:45].[Cl:1][c:2]1[n:3][n:4][c:5]([Cl:14])[c:6]2[cH:7][c:8]([C:12]#[N:13])[cH:9][cH:10][c:11]12.[ClH:15]>>[Cl:1][c:2]1[n:3][n:4][c:5]([NH:22][CH2:21][c:20]2[cH:19][c:18]([CH2:16][CH3:17])[c:25]([O:26][CH3:27])[cH:24][cH:23]2)[c:6]2[cH:7][c:8]([C:12]#[N:13])[cH:9][cH:10][c:11]12. Starting materials: [Li]CCCC, CCCCCC, C#Cc1ccccc1Cl, C1CCOC1, O, O=Cc1cccnc1. Yields the product OC(C#Cc1ccccc1Cl)c1cccnc1. Reaction SMILES: [CH2:10]([Li:11])[CH2:12][CH2:13][CH3:14].[CH3:29][CH2:30][CH2:31][CH2:32][CH2:33][CH3:34].[Cl:1][c:2]1[c:3]([C:8]#[CH:9])[cH:4][cH:5][cH:6][cH:7]1.[O:24]1[CH2:25][CH2:26][CH2:27][CH2:28]1.[OH2:23].[n:15]1[cH:16][c:17]([CH:21]=[O:22])[cH:18][cH:19][cH:20]1>>[Cl:1][c:2]1[c:3]([C:8]#[C:9][CH:21]([c:17]2[cH:16][n:15][cH:20][cH:19][cH:18]2)[OH:22])[cH:4][cH:5][cH:6][cH:7]1.